From a dataset of the Open Reaction Database (ORD), a public repository of structured organic reaction records. describe an organic reaction: reactants, conditions, products, and yield Reactants: [Li]CCCC, CN(C)C=O, CC(C)NC(C)C, CC(C)NC(C)C, Cl, [Li], C1CCOC1, Cc1ccc(S(=O)(=O)n2ccc3cccnc32)cc1. Yields the product Cc1ccc(S(=O)(=O)n2c(C=O)cc3cccnc32)cc1. RXN SMILES: [CH2:16]([Li:17])[CH2:18][CH2:19][CH3:20].[CH3:46][N:47]([CH3:48])[CH:49]=[O:50].[CH:1]([NH:2][CH:3]([CH3:4])[CH3:5])([CH3:6])[CH3:7].[CH:9]([NH:10][CH:11]([CH3:12])[CH3:13])([CH3:14])[CH3:15].[ClH:40].[Li:8].[O:41]1[CH2:42][CH2:45][CH2:44][CH2:43]1.[c:21]1([CH3:39])[cH:22][cH:23][c:24]([S:27](=[O:28])(=[O:29])[n:30]2[cH:31][cH:32][c:33]3[c:34]2[n:35][cH:36][cH:37][cH:38]3)[cH:25][cH:26]1>>[c:21]1([CH3:39])[cH:22][cH:23][c:24]([S:27](=[O:28])(=[O:29])[n:30]2[c:31]([CH:42]=[O:41])[cH:32][c:33]3[c:34]2[n:35][cH:36][cH:37][cH:38]3)[cH:25][cH:26]1. Starting materials: [F-].C(CCC)[N+](CCCC)(CCCC)CCCC (Tetrabutylammonium fluoride), solution, COC=1C(=NC=C(N1)C)N(S(=O)(=O)C=1C(=NC=CC1)C1=CC=C(C=C1)SC)COCC[Si](C)(C)C (N-(3-methoxy-5-methylpyrazin-2-yl)-2-(4-methylthiophenyl)-N-[2-(trimethylsilyl)ethoxymethyl]pyridine-3-sulphonamide), [F-].C(CCC)[N+](CCCC)(CCCC)CCCC (tetrabutylammonium fluoride), [F-].C(CCC)[N+](CCCC)(CCCC)CCCC (tetrabutylammonium fluoride). Run in C1CCOC1 (THF), C1CCOC1 (THF). Conditions: temperature 60 celsius, time 5 hour. The product is COC=1C(=NC=C(N1)C)NS(=O)(=O)C=1C(=NC=CC1)C1=CC=C(C=C1)SC (N-(3-methoxy-5-methylpyrazin-2-yl)-2-(4-methylthiophenyl)pyridine-3-sulphonamide). Yield: 71.3%. Reaction SMILES: [F-].C([N+](CCCC)(CCCC)CCCC)CCC.[CH3:19][O:20][C:21]1[C:22]([N:28](COCC[Si](C)(C)C)[S:29]([C:32]2[C:33]([C:38]3[CH:43]=[CH:42][C:41]([S:44][CH3:45])=[CH:40][CH:39]=3)=[N:34][CH:35]=[CH:36][CH:37]=2)(=[O:31])=[O:30])=[N:23][CH:24]=[C:25]([CH3:27])[N:26]=1>C1COCC1>[CH3:19][O:20][C:21]1[C:22]([NH:28][S:29]([C:32]2[C:33]([C:38]3[CH:43]=[CH:42][C:41]([S:44][CH3:45])=[CH:40][CH:39]=3)=[N:34][CH:35]=[CH:36][CH:37]=2)(=[O:31])=[O:30])=[N:23][CH:24]=[C:25]([CH3:27])[N:26]=1 |f:0.1|. Reported procedure: Tetrabutylammonium fluoride (0.7 ml of a 1.1M solution in THF) was added to a solution of N-(3-methoxy-5-methylpyrazin-2-yl)-2-(4-methylthiophenyl)-N-[2-(trimethylsilyl)ethoxymethyl]pyridine-3-sulphonamide (0.373 g) in dry THF (4 ml) and the solution was heated to 60° C. for 3 hours. More tetrabutylammonium fluoride solution (0.35 ml) was added and heating was continued for 5 hours. Further aliquots of tetrabutylammonium fluoride solution (a further 2.5 ml in total) were added until reaction was... The reactants are C(=O)/C=C/[C@]1([C@@H](N2C(C[C@H]2S1)=O)C(=O)OC(C1=CC=CC=C1)C1=CC=CC=C1)C (benzhydryl (E)-(2S,3S,5R)-3-(2-formyl- vinyl)-3-methyl-7-oxo-4-thia-1-aza-bicyclo[3.2.0]heptane-2-carboxylate), [H-].C(C(C)C)[Al+]CC(C)C (diisobutyl-aluminium hydride). Solvent: C1(=CC=CC=C1)C (toluene). Run at temperature 0 celsius, time 6 hour. Yields the product OC/C=C/[C@]1([C@@H](N2C(C[C@H]2S1)=O)C(=O)OC(C1=CC=CC=C1)C1=CC=CC=C1)C (Benzhydryl (E)-(2S,3S,5R)-3-(3-hydroxy-propen-1-yl)-3- methyl-7-oxo-4-thia-1-aza-bicyclo[3.2.0]heptane-2-carboxylate). Reaction SMILES: [CH:1](/[CH:3]=[CH:4]/[C@:5]1([CH3:29])[S:11][C@H:10]2[N:7]([C:8](=[O:12])[CH2:9]2)[C@H:6]1[C:13]([O:15][CH:16]([C:23]1[CH:28]=[CH:27][CH:26]=[CH:25][CH:24]=1)[C:17]1[CH:22]=[CH:21][CH:20]=[CH:19][CH:18]=1)=[O:14])=[O:2].[H-].C([Al+]CC(C)C)C(C)C>C1(C)C=CC=CC=1>[OH:2][CH2:1]/[CH:3]=[CH:4]/[C@:5]1([CH3:29])[S:11][C@H:10]2[N:7]([C:8](=[O:12])[CH2:9]2)[C@H:6]1[C:13]([O:15][CH:16]([C:17]1[CH:22]=[CH:21][CH:20]=[CH:19][CH:18]=1)[C:23]1[CH:24]=[CH:25][CH:26]=[CH:27][CH:28]=1)=[O:14] |f:1.2|. Procedure: 5.80 g (14.2 mmol) of benzhydryl (E)-(2S,3S,5R)-3-(2-formyl- vinyl)-3-methyl-7-oxo-4-thia-1-aza-bicyclo[3.2.0]heptane-2-carboxylate were dissolved in 240 ml of toluene under argon and cooled to 0° C. Then, 14.2 ml (21.3 mmol) of a 20% diisobutyl-aluminium hydride solution (in toluene) were added dropwise and the cooling bath is removed. The reaction mixture was stirred at room temperature for 6 hours, poured into 150 ml of saturated ammonium chloride solution and extracted three times with 200 m... Product: CO[C@H](C(=O)O)CC1=CC(=C(C=C1)OCCCOC1=CC=C(C=C1)OC1=CC=CC=C1)CCC ((2S)-2-Methoxy-3-{4-[3-(4-phenoxy-phenoxy)-propoxy]-3-propyl-phenyl}-propionic acid). The reactants are C(C)OC([C@H](CC1=CC(=C(C=C1)OCCCOC1=CC=C(C=C1)OC1=CC=CC=C1)CC=C)OC)=O ((2S)-3-{3-Allyl-4-[3-(4-phenoxy-phenoxy)-propoxy]-phenyl}-2-methoxy-propionic acid ethyl ester). Reported procedure: A solution of (2S)-3-{3-Allyl-4-[3-(4-phenoxy-phenoxy)-propoxy]-phenyl}-2-methoxy-propionic acid ethyl ester, from Example 148, Step B, was dissolved in ethanol and treated with H2 under balloon pressure. Filtered through a pad of celite and concentrated to dryness. The compound thus obtained was treated under, standard hydrolysis procedure C to give the title compound. As a reaction SMILES: C([O:3][C:4](=[O:36])[C@@H:5]([O:34][CH3:35])[CH2:6][C:7]1[CH:12]=[CH:11][C:10]([O:13][CH2:14][CH2:15][CH2:16][O:17][C:18]2[CH:23]=[CH:22][C:21]([O:24][C:25]3[CH:30]=[CH:29][CH:28]=[CH:27][CH:26]=3)=[CH:20][CH:19]=2)=[C:9]([CH2:31][CH:32]=[CH2:33])[CH:8]=1)C>C(O)C>[CH3:35][O:34][C@@H:5]([CH2:6][C:7]1[CH:12]=[CH:11][C:10]([O:13][CH2:14][CH2:15][CH2:16][O:17][C:18]2[CH:19]=[CH:20][C:21]([O:24][C:25]3[CH:26]=[CH:27][CH:28]=[CH:29][CH:30]=3)=[CH:22][CH:23]=2)=[C:9]([CH2:31][CH2:32][CH3:33])[CH:8]=1)[C:4]([OH:36])=[O:3]. Solvent: C(C)O (ethanol). The reactants are BrC1=CC=C(C=C1)C1=NSC2=C1C=CC(=C2)O (3-(4-bromo-phenyl)-benzo[d]isothiazol-6-ol), BrCCCBr (1,3-dibromopropane). Product: BrC1=CC=C(C=C1)C1=NSC2=C1C=CC(=C2)OCCCBr (3-(4-Bromo-phenyl)-6-(3-bromo-propoxy)-benzo[d]isothiazole). As a reaction SMILES: [Br:1][C:2]1[CH:7]=[CH:6][C:5]([C:8]2[C:12]3[CH:13]=[CH:14][C:15]([OH:17])=[CH:16][C:11]=3[S:10][N:9]=2)=[CH:4][CH:3]=1.[Br:18][CH2:19][CH2:20][CH2:21]Br>>[Br:1][C:2]1[CH:3]=[CH:4][C:5]([C:8]2[C:12]3[CH:13]=[CH:14][C:15]([O:17][CH2:21][CH2:20][CH2:19][Br:18])=[CH:16][C:11]=3[S:10][N:9]=2)=[CH:6][CH:7]=1. Procedure: In analogy to example 2.1, 3-(4-bromo-phenyl)-benzo[d]isothiazol-6-ol and 1,3-dibromopropane were converted to yield 3-(4-Bromo-phenyl)-6-(3-bromo-propoxy)-benzo[d]isothiazole as yellow oil, MS: 425 (M, 2Br). Starting materials: ClC1=CC=C(CN2CCN(CC2)C=2NC3=CC=C(C=C3C2)C(=O)N)C=C1 (4-(4-Chlorobenzyl)piperazinyl-indole-5-carboxamide), [OH-].[K+] (KOH), IC(C)C (2-iodopropane). The solvent is CC(=O)C (acetone). Conditions: time 20 hour. Product: ClC1=CC=C(CN2CCN(CC2)C=2N(C3=CC=C(C=C3C2)C(=O)N)C(C)C)C=C1 (4-(4-chlorobenzyl)-piperazinyl-1-(2-propyl)-indole-5-carboxamide). Isolated yield 55.3%. Reaction SMILES: [Cl:1][C:2]1[CH:26]=[CH:25][C:5]([CH2:6][N:7]2[CH2:12][CH2:11][N:10]([C:13]3[NH:14][C:15]4[C:20]([CH:21]=3)=[CH:19][C:18]([C:22]([NH2:24])=[O:23])=[CH:17][CH:16]=4)[CH2:9][CH2:8]2)=[CH:4][CH:3]=1.[OH-].[K+].I[CH:30]([CH3:32])[CH3:31]>CC(C)=O>[Cl:1][C:2]1[CH:3]=[CH:4][C:5]([CH2:6][N:7]2[CH2:8][CH2:9][N:10]([C:13]3[N:14]([CH:30]([CH3:32])[CH3:31])[C:15]4[C:20]([CH:21]=3)=[CH:19][C:18]([C:22]([NH2:24])=[O:23])=[CH:17][CH:16]=4)[CH2:11][CH2:12]2)=[CH:25][CH:26]=1 |f:1.2|. Procedure details: 4-(4-Chlorobenzyl)piperazinyl-indole-5-carboxamide (420 mg, 1.32 mMol) was taken in acetone. Solid KOH (280 mg, 5 mMol) was added followed by the addition of 2-iodopropane (1 g, 6 mMol) and the mixture was refluxed with stirring for 20 h. Acetone was removed in vacuo and the residue was extracted from water using methylene chloride. The extract was dried and evaporated and the residue was chromatographed on a column of silica gel using ethylacetate-hexane (ethylacetate 0 to 25%, gradient) and re... The reactants are CO, N#Cc1cccnc1Cl. Yields the product COc1ncccc1C#N. As a reaction SMILES: [CH3:10][OH:11].[Cl:1][c:2]1[c:3]([C:4]#[N:5])[cH:6][cH:7][cH:8][n:9]1>>[c:2]1([O:11][CH3:10])[c:3]([C:4]#[N:5])[cH:6][cH:7][cH:8][n:9]1.